This data is from the Open Reaction Database (ORD), a public repository of structured organic reaction records. The task is: describe an organic reaction: reactants, conditions, products, and yield Reactants: CC(Cl)c1cccnc1, OC%17CCCN(C%18=CC=CC=C%18)C%17. The reagents and catalysts are O=C([O-])[O-].[Cs+].[Cs+] (cesium carbonate), [I-].[K+] (potassium iodide). Run in CN(C)C=O (DMF), CN(C)C=O (dmf), CN(C)C=O (DMF). Reaction conditions: temperature 70 celsius, time 16 hour. The product is CC(C%25=CC=CN=C%25)OC%26CCCN(C%27=CC=CC=C%27)C%26. Starting materials: [Al+3], C1CCOC1, ClCCl, [H-], [H-], [H-], [H-], [Li+], [Na+], [OH-], O, COC(=O)c1cc(C)c(NC(=O)CCN2CCC(OC(=O)Nc3ccccc3-c3ccccc3)CC2)cc1C. Product: Cc1cc(NC(=O)CCN2CCC(OC(=O)Nc3ccccc3-c3ccccc3)CC2)c(C)cc1CO. RXN SMILES: [Al+3:2].[CH2:7]1[O:8][CH2:9][CH2:10][CH2:11]1.[Cl:53][CH2:54][Cl:55].[H-:1].[H-:4].[H-:5].[H-:6].[Li+:3].[Na+:52].[OH-:51].[OH2:56].[c:12]1(-[c:45]2[cH:46][cH:47][cH:48][cH:49][cH:50]2)[c:13]([NH:18][C:19](=[O:20])[O:21][CH:22]2[CH2:23][CH2:24][N:25]([CH2:28][CH2:29][C:30](=[O:31])[NH:32][c:33]3[cH:34][c:35]([CH3:44])[c:36]([C:37](=[O:38])[O:39][CH3:40])[cH:41][c:42]3[CH3:43])[CH2:26][CH2:27]2)[cH:14][cH:15][cH:16][cH:17]1>>[c:12]1(-[c:45]2[cH:46][cH:47][cH:48][cH:49][cH:50]2)[c:13]([NH:18][C:19](=[O:20])[O:21][CH:22]2[CH2:23][CH2:24][N:25]([CH2:28][CH2:29][C:30](=[O:31])[NH:32][c:33]3[cH:34][c:35]([CH3:44])[c:36]([CH2:37][OH:38])[cH:41][c:42]3[CH3:43])[CH2:26][CH2:27]2)[cH:14][cH:15][cH:16][cH:17]1. Starting materials: C1CCOC1, CCOC(C)=O, CCN1c2ncc(CCO)cc2C(=O)Nc2c(C)cc(Cl)nc21, CCOC(=O)N=NC(=O)OCC, Oc1cccc2ncccc12, c1ccc(P(c2ccccc2)c2ccccc2)cc1. The product is CCN1c2ncc(CCOc3cccc4ncccc34)cc2C(=O)Nc2c(C)cc(Cl)nc21. Reaction SMILES: [CH2:66]1[O:67][CH2:68][CH2:69][CH2:70]1.[CH3:71][CH2:72][O:73][C:74]([CH3:75])=[O:76].[Cl:13][c:14]1[cH:15][c:16]([CH3:35])[c:17]2[c:23]([n:24]1)[N:22]([CH2:25][CH3:26])[c:21]1[c:20]([cH:30][c:29]([CH2:31][CH2:32][OH:33])[cH:28][n:27]1)[C:19](=[O:34])[NH:18]2.[O:1]=[C:2]([O:3][CH2:4][CH3:5])[N:6]=[N:7][C:8]([O:9][CH2:10][CH3:11])=[O:12].[OH:36][c:37]1[c:38]2[cH:39][cH:40][cH:41][n:42][c:43]2[cH:44][cH:45][cH:46]1.[c:47]1([P:48]([c:49]2[cH:50][cH:51][cH:52][cH:53][cH:54]2)[c:55]2[cH:56][cH:57][cH:58][cH:59][cH:60]2)[cH:61][cH:62][cH:63][cH:64][cH:65]1>>[Cl:13][c:14]1[cH:15][c:16]([CH3:35])[c:17]2[c:23]([n:24]1)[N:22]([CH2:25][CH3:26])[c:21]1[c:20]([cH:30][c:29]([CH2:31][CH2:32][O:33][c:37]3[c:38]4[cH:39][cH:40][cH:41][n:42][c:43]4[cH:44][cH:45][cH:46]3)[cH:28][n:27]1)[C:19](=[O:34])[NH:18]2. The reactants are COc1ccc(cc1)C(C=O)=O, CC1=CN=C(C=C1)N, [C-]#[N+]C1CCCCC1. The reagents and catalysts are O=C(O)C(F)(F)F (trifluoroacetic acid). Run in CC(C)O (isopropyl alcohol), CC(C)O (isopropylalcohol). Conditions: temperature 22 celsius, time 20 hour. Yields the product Cc1ccc2nc(C(c3ccc(cc3)OC)=O)c(NC3CCCCC3)n2c1. The yield is 0.0%. Reaction SMILES: CC1=CC=C(N)N=C1.[C-]#[N+]C1CCCCC1.COC1=CC=C(C=C1)C(=O)C=O>>COC1=CC=C(C=C1)C(=O)C1=C(NC2CCCCC2)N2C=C(C)C=CC2=N1.